Task: describe an organic reaction: reactants, conditions, products, and yield. Dataset: the Open Reaction Database (ORD), a public repository of structured organic reaction records The reactants are CC(Oc1ccc(C(F)(F)F)cc1)C1CNCC1c1ccc(Cl)c(Cl)c1, O=C(OC(Cl)(Cl)Cl)OC(Cl)(Cl)Cl, ClCCl, c1ccncc1. Yields the product CC(Oc1ccc(C(F)(F)F)cc1)C1CN(C(=O)Cl)CC1c1ccc(Cl)c(Cl)c1. As a reaction SMILES: [Cl:13][c:14]1[cH:15][c:16]([CH:21]2[CH2:22][NH:23][CH2:24][CH:25]2[CH:26]([CH3:27])[O:28][c:29]2[cH:30][cH:31][c:32]([C:35]([F:36])([F:37])[F:38])[cH:33][cH:34]2)[cH:17][cH:18][c:19]1[Cl:20].[Cl:1][C:2]([Cl:3])([O:4][C:5]([O:6][C:7]([Cl:9])([Cl:10])[Cl:11])=[O:8])[Cl:12].[Cl:45][CH2:46][Cl:47].[cH:39]1[cH:40][cH:41][n:42][cH:43][cH:44]1>>[O:6]=[C:7]([Cl:10])[N:23]1[CH2:22][CH:21]([c:16]2[cH:15][c:14]([Cl:13])[c:19]([Cl:20])[cH:18][cH:17]2)[CH:25]([CH:26]([CH3:27])[O:28][c:29]2[cH:30][cH:31][c:32]([C:35]([F:36])([F:37])[F:38])[cH:33][cH:34]2)[CH2:24]1. The reactants are C(C)(C)(C)OC(N[C@@H](C)C1=CC(=CC=C1)OC1=NC=CN=C1)=O ((S)-{1-[3-(pyrazin-2-yloxy)-phenyl]-ethyl}-carbamic acid tert-butyl ester), Cl (HCl). Solvent: O1CCOCC1 (dioxane). Reaction conditions: temperature 50 celsius, time 5 hour. Product: N1=C(C=NC=C1)OC=1C=C(C=CC1)[C@H](C)N ((S)-1-[3-(Pyrazin-2-yloxy)-phenyl]-ethylamine). Isolated yield 85.2%. Reaction SMILES: C(OC(=O)[NH:7][C@H:8]([C:10]1[CH:15]=[CH:14][CH:13]=[C:12]([O:16][C:17]2[CH:22]=[N:21][CH:20]=[CH:19][N:18]=2)[CH:11]=1)[CH3:9])(C)(C)C.Cl>O1CCOCC1>[N:18]1[CH:19]=[CH:20][N:21]=[CH:22][C:17]=1[O:16][C:12]1[CH:11]=[C:10]([C@@H:8]([NH2:7])[CH3:9])[CH:15]=[CH:14][CH:13]=1. Procedure: A mixture of (S)-{1-[3-(pyrazin-2-yloxy)-phenyl]-ethyl}-carbamic acid tert-butyl ester (1.33 g, 4.2 mmol), dioxane (20 mL) and HCl (4.2 mL, 4N) was stirred at 50° C. for 5 h and concentrated in vacuo. CH2Cl2 (50 mL) was added and the reaction mixture was basified with NaOH (5N) followed by extraction with CH2Cl2 (2×50 mL). The organic layer was washed with brine (50 mL), dried over anhydrous magnesium sulfate and filtered, and the filtrate was concentrated to give the title compound (0.77 g, 85%... Starting materials: O=C([O-])O, COC(=O)Cl, CC(N)CO, [Na+]. Product: COC(=O)NC(C)CO. RXN SMILES: [C:6](=[O:7])([OH:8])[O-:9].[Cl:11][C:12](=[O:13])[O:14][CH3:15].[NH2:1][CH:2]([CH3:3])[CH2:4][OH:5].[Na+:10]>>[NH:1]([CH:2]([CH3:3])[CH2:4][OH:5])[C:12](=[O:13])[O:14][CH3:15]. Reactants: ClC=1N=C(C2=C(N1)C=C(S2)CNC)N2CCOCC2 ((2-chloro-4-morpholin-4-yl-thieno[3,2-d]pyrimidin-6-ylmethyl)-methyl-amine), CN1CCC(CC1)C=O (1-methylpiperidine-4-carbaldehyde). Yields the product ClC=1N=C(C2=C(N1)C=C(S2)CN(CC2CCN(CC2)C)C)N2CCOCC2 ((2-chloro-4-morpholin-4-yl-thieno[3,2-d]pyrimidin-6-ylmethyl)-methyl-(1-methyl-piperidin-4-ylmethyl)-amine). RXN SMILES: [Cl:1][C:2]1[N:3]=[C:4]([N:14]2[CH2:19][CH2:18][O:17][CH2:16][CH2:15]2)[C:5]2[S:10][C:9]([CH2:11][NH:12][CH3:13])=[CH:8][C:6]=2[N:7]=1.[CH3:20][N:21]1[CH2:26][CH2:25][CH:24]([CH:27]=O)[CH2:23][CH2:22]1>>[Cl:1][C:2]1[N:3]=[C:4]([N:14]2[CH2:19][CH2:18][O:17][CH2:16][CH2:15]2)[C:5]2[S:10][C:9]([CH2:11][N:12]([CH3:13])[CH2:27][CH:24]3[CH2:23][CH2:22][N:21]([CH3:20])[CH2:26][CH2:25]3)=[CH:8][C:6]=2[N:7]=1. Reported procedure: Reaction between (2-chloro-4-morpholin-4-yl-thieno[3,2-d]pyrimidin-6-ylmethyl)-methyl-amine and 1-methylpiperidine-4-carbaldehyde using standard reductive amination conditions yielded (2-chloro-4-morpholin-4-yl-thieno[3,2-d]pyrimidin-6-ylmethyl)-methyl-(1-methyl-piperidin-4-ylmethyl)-amine, which was reacted with 2-aminopyrimidine-5-boronic acid in General Procedure A. Acid/base work-up and trituration with ether yielded 335. 400 MHz 1H NMR CDCl3: 9.30 (s, 2H), 7.26 (s, 1H), 5.30 (br s, 2H, NH2)... Starting materials: C(C)(=O)O (acetic acid), N1CCCCC1 (Piperidine), [N+](=O)([O-])C=1C=C(C=CC(=O)C2=CC=CC=C2)C=CC1 (3-nitrobenzalacetophenone), COC=1C=C(C=CC1)S (3-methoxybenzenethiol). The solvent is C1=CC=CC=C1 (benzene), O (water). Yields the product [N+](=O)([O-])C=1C=C(C=CC1)C(CC(=O)C1=CC=CC=C1)SC1=CC(=CC=C1)OC (3-(3-nitrophenyl)-3-(3-methoxyphenylthio)-1-phenyl-1-propanone). As a reaction SMILES: N1CCCCC1.[N+:7]([C:10]1[CH:11]=[C:12]([CH:23]=[CH:24][CH:25]=1)[CH:13]=[CH:14][C:15]([C:17]1[CH:22]=[CH:21][CH:20]=[CH:19][CH:18]=1)=[O:16])([O-:9])=[O:8].[CH3:26][O:27][C:28]1[CH:29]=[C:30]([SH:34])[CH:31]=[CH:32][CH:33]=1.C(O)(=O)C>C1C=CC=CC=1.O>[N+:7]([C:10]1[CH:11]=[C:12]([CH:13]([S:34][C:30]2[CH:31]=[CH:32][CH:33]=[C:28]([O:27][CH3:26])[CH:29]=2)[CH2:14][C:15]([C:17]2[CH:18]=[CH:19][CH:20]=[CH:21][CH:22]=2)=[O:16])[CH:23]=[CH:24][CH:25]=1)([O-:9])=[O:8]. Procedure details: Piperidine, 1.2 ml, was added to a boiling solution of 3-nitrobenzalacetophenone (10 g, 0.04 mole) and 3-methoxybenzenethiol (6.64 g, 0.048 mole) in 100 ml benzene . After standing for 30 minutes without further heating, acetic acid, 10 ml, was added. The solution then was poured into water (about 100 ml), extracted with methylene chloride (5×100 ml), washed with water, dried (Na2SO4) and evaporated to dryness to yield the title compound as a solid, mp 105°. Starting materials: Cn1cc(Br)ccc1=O, O=C([O-])[O-], C1COCCO1, C=C(C)CC1(c2ccccc2)CCCN(C(C)c2ccc(B3OC(C)(C)C(C)(C)O3)cc2)C(=O)N1, [Na+], [Na+], Cl[Pd]Cl, c1ccc(P(c2ccccc2)c2ccccc2)cc1, c1ccc(P(c2ccccc2)c2ccccc2)cc1. The product is C=C(C)CC1(c2ccccc2)CCCN(C(C)c2ccc(-c3ccc(=O)n(C)c3)cc2)C(=O)N1. As a reaction SMILES: [Br:36][c:37]1[cH:38][cH:39][c:40](=[O:44])[n:41]([CH3:43])[cH:42]1.[C:45](=[O:46])([O-:47])[O-:48].[CH2:92]1[O:93][CH2:94][CH2:95][O:96][CH2:97]1.[CH3:1][C:2]([CH2:3][C:4]1([c:29]2[cH:30][cH:31][cH:32][cH:33][cH:34]2)[NH:5][C:6](=[O:28])[N:7]([CH:11]([CH3:12])[c:13]2[cH:14][cH:15][c:16]([B:19]3[O:20][C:21]([CH3:22])([CH3:23])[C:24]([CH3:25])([CH3:26])[O:27]3)[cH:17][cH:18]2)[CH2:8][CH2:9][CH2:10]1)=[CH2:35].[Na+:49].[Na+:50].[Pd:51]([Cl:52])[Cl:53].[c:54]1([P:55]([c:56]2[cH:57][cH:58][cH:59][cH:60][cH:61]2)[c:62]2[cH:63][cH:64][cH:65][cH:66][cH:67]2)[cH:68][cH:69][cH:70][cH:71][cH:72]1.[c:73]1([P:74]([c:75]2[cH:76][cH:77][cH:78][cH:79][cH:80]2)[c:81]2[cH:82][cH:83][cH:84][cH:85][cH:86]2)[cH:87][cH:88][cH:89][cH:90][cH:91]1>>[CH3:1][C:2]([CH2:3][C:4]1([c:29]2[cH:30][cH:31][cH:32][cH:33][cH:34]2)[NH:5][C:6](=[O:28])[N:7]([CH:11]([CH3:12])[c:13]2[cH:14][cH:15][c:16](-[c:37]3[cH:38][cH:39][c:40](=[O:44])[n:41]([CH3:43])[cH:42]3)[cH:17][cH:18]2)[CH2:8][CH2:9][CH2:10]1)=[CH2:35]. The solvent is CN1C(CCC1)=O (N-methylpyrrolidinone). As a reaction SMILES: C(OC([N:8]1[CH2:12][CH2:11][CH2:10][C@@:9]1([CH3:16])[C:13]([OH:15])=O)=O)(C)(C)C.[F:17][C:18]1[N:23]=[CH:22][C:21]([NH2:24])=[CH:20][CH:19]=1.ON1C2C=CC=CC=2N=N1.CN(C)CCCN=C=NCC.C(N(C(C)C)CC)(C)C>CN1CCCC1=O>[F:17][C:18]1[N:23]=[CH:22][C:21]([NH:24][C:13]([C@:9]2([CH3:16])[CH2:10][CH2:11][CH2:12][NH:8]2)=[O:15])=[CH:20][CH:19]=1. Yields the product FC1=CC=C(C=N1)NC(=O)[C@]1(NCCC1)C ((S)—N-(6-Fluoropyridin-3-yl)-2-methylpyrrolidine-2-carboxamide). Procedure: To a stirred solution of (5)-1-(tert-butoxycarbonyl)-2-methylpyrrolidine-2-carboxylic acid (1.0 g, 4.37 mmol) and 6-fluoropyridin-3-amine (1.47 g, 13.1 mmol), 1-hydroxybenzotriazole (0.65 mg, 4.81 mmol), and N-(3-dimethylaminopropyl)-N′-ethyl-carbodiimide (2.5 g, 13.1 mmol) in N-methylpyrrolidinone (10 mL) was added diisopropylethylamine (3.8 mL, 21.8 mmol). The reaction mixture was heated to 65° C. for 12 h and the solvent was evaporated to dryness. The residue was separated by preparative HPLC... Starting materials: C(C)(C)(C)OC(=O)N1[C@@](CCC1)(C(=O)O)C ((5)-1-(tert-butoxycarbonyl)-2-methylpyrrolidine-2-carboxylic acid), FC1=CC=C(C=N1)N (6-fluoropyridin-3-amine), ON1N=NC2=C1C=CC=C2 (1-hydroxybenzotriazole), CN(CCCN=C=NCC)C (N-(3-dimethylaminopropyl)-N′-ethyl-carbodiimide), C(C)(C)N(CC)C(C)C (diisopropylethylamine). Run at temperature 65 celsius, time 8 hour. The reactants are Cl.C(CCC)C1=CSC2=C1C=C(C=C2)N (3-butyl-5-aminobenzothiophene hydrochloride), Cl (HCl), N(=O)[O-].[Na+] (NaNO2), S2Cl2.2H2O, Cl (HCl). Solvent: O (H2O), O (water). Yields the product Cl.C(CCC)C1=CSC2=C1C=C(C=C2)NN (3-Butyl-5-hydrazinobenzothiophene hydrochloride). RXN SMILES: [ClH:1].[CH2:2]([C:6]1[C:10]2[CH:11]=[C:12]([NH2:15])[CH:13]=[CH:14][C:9]=2[S:8][CH:7]=1)[CH2:3][CH2:4][CH3:5].Cl.[N:17]([O-])=O.[Na+]>O>[ClH:1].[CH2:2]([C:6]1[C:10]2[CH:11]=[C:12]([NH:15][NH2:17])[CH:13]=[CH:14][C:9]=2[S:8][CH:7]=1)[CH2:3][CH2:4][CH3:5] |f:0.1,3.4,6.7|. Reported procedure: 12.1 g of 3-butyl-5-aminobenzothiophene hydrochloride are mixed with 50 ml of H2O and 50 ml of concentrated HCl, and a solution of 3.6 g of NaNO2 in 40 ml of water is added dropwise at -5°. The solution obtained is added dropwise to a mixture, cooled to -15° C., of 28.4 g of S2Cl2.2H2O and 50 ml of concentrated HCl. After warming the reaction mixture to room temperature, the precipitate which has separated out is filtered off, washed with cold concentrated HCl and put into ice-water and the mixt... The reactants are CN(C=O)C (dimethylformamide), C(C)(=O)NC1=NC2=NC=C(N=C2C(=N1)O)C=O (2-acetamido-4-hydroxypteridine-6-aldehyde), NC1=CC=C(C(=O)OCC)C=C1 (ethyl p-aminobenzoate), B.CNC (dimethylamine borane). Run in C(C)(=O)O (acetic acid), C(C)(=O)O (acetic acid). Run at time 30 minute. The product is C(C)(=O)NC1=NC2=NC=C(CNC3=CC=C(C(=O)OCC)C=C3)N=C2C(N1)=O (ethyl N2 -acetylpteroate). As a reaction SMILES: CN(C)C=O.[C:6]([NH:9][C:10]1[N:19]=[C:18]([OH:20])[C:17]2[C:12](=[N:13][CH:14]=[C:15]([CH:21]=O)[N:16]=2)[N:11]=1)(=[O:8])[CH3:7].[NH2:23][C:24]1[CH:34]=[CH:33][C:27]([C:28]([O:30][CH2:31][CH3:32])=[O:29])=[CH:26][CH:25]=1.B.CNC>C(O)(=O)C>[C:6]([NH:9][C:10]1[NH:19][C:18](=[O:20])[C:17]2[C:12](=[N:13][CH:14]=[C:15]([N:16]=2)[CH2:21][NH:23][C:24]2[CH:25]=[CH:26][C:27]([C:28]([O:30][CH2:31][CH3:32])=[O:29])=[CH:33][CH:34]=2)[N:11]=1)(=[O:8])[CH3:7] |f:3.4|. Procedure: A mixture of 3.07 g (10 m ole) of the dimethylformamide solvate of 2-acetamido-4-hydroxypteridine-6-aldehyde, 3.30 g (20 mmole) of ethyl p-aminobenzoate and 50 ml of glacial acetic acid is stirred at ambient temperature for 30 minutes. To the resulting suspension is added dropwise 1.00 g of dimethylamine borane in 15 ml of acetic acid. The mixture is stirred for an additional 20 minutes, heated to 60° C for 10 minutes and cooled to 25° C. The precipitate is collected by filtration, washed with a...